This data is from the Open Reaction Database (ORD), a public repository of structured organic reaction records. The task is: describe an organic reaction: reactants, conditions, products, and yield The reactants are C1=C2CC3=C(NC=4C=CC=CC34)C2=CC=C1 (5,10-dihydroindeno[1,2-b]indole), O (Water), ice water, [H-].[Na+] (Sodium hydride), S(=O)(=O)(OC)OC (dimethyl sulphate). Run in CS(=O)C (DMSO), CS(=O)C (dimethylsulfoxide). Run at temperature 70 celsius, time 1 hour. The product is CN1C2=C(C=3C=CC=CC13)CC1=CC=CC=C12 (5,10-Dihydro-5-methylindeno[1,2 -b]indole). RXN SMILES: [H-].[Na+].[CH:3]1[CH:18]=[CH:17][CH:16]=[C:15]2[C:4]=1[CH2:5][C:6]1[C:14]3[CH:13]=[CH:12][CH:11]=[CH:10][C:9]=3[NH:8][C:7]=12.S(OC)(O[CH3:23])(=O)=O.O>CS(C)=O>[CH3:23][N:8]1[C:9]2[CH:10]=[CH:11][CH:12]=[CH:13][C:14]=2[C:6]2[CH2:5][C:4]3[C:15]([C:7]1=2)=[CH:16][CH:17]=[CH:18][CH:3]=3 |f:0.1|. Procedure details: Sodium hydride (375 mq, 15.6 mmol) was added to dimethylsulfoxide (DMSO) (13 cm3) under an atmosphere of nitrogen. The solution was then heated to 70° C. until no more gas (H2) evolved. The solution was cooled to room temperature and 5,10-dihydroindeno[1,2-b]indole (2.69 g, 13.1 mmol) dissolved in a minimum amount of DMSO was added. After stirring at room temperature for 1 hour, dimethyl sulphate (1.5 cm3, 15 mmol) was introduced, and stirring continued for a further 1 hour. Water (3 cm3) was ca... Reactants: C(C1=CC=CC=C1)OC(=O)N1C[C@@H](CCC1)C1=CC=C2C(=NC=NN21)N ((R)3-(4-Amino-pyrrolo[2,1-f][1,2,4]triazin-7-yl)-piperidine-1-carboxylic acid benzyl ester), BrN1C(=O)N(C(=O)C1(C)C)Br (1,3-dibromo-5,5-dimethylhydantoin). Solvent: CN(C)C=O (DMF). Reaction conditions: temperature -20 celsius, time 10 minute. Yields the product C(C1=CC=CC=C1)OC(=O)N1C[C@@H](CCC1)C1=CC(=C2C(=NC=NN21)N)Br ((R)3-(4-Amino-5-bromo-pyrrolo[2,1-f][1,2,4]triazin-7-yl)-piperidine-1-carboxylic acid benzyl ester). Yield: 194.6%. As a reaction SMILES: [CH2:1]([O:8][C:9]([N:11]1[CH2:16][CH2:15][CH2:14][C@@H:13]([C:17]2[N:25]3[C:20]([C:21]([NH2:26])=[N:22][CH:23]=[N:24]3)=[CH:19][CH:18]=2)[CH2:12]1)=[O:10])[C:2]1[CH:7]=[CH:6][CH:5]=[CH:4][CH:3]=1.[Br:27]N1C(C)(C)C(=O)N(Br)C1=O>CN(C=O)C>[CH2:1]([O:8][C:9]([N:11]1[CH2:16][CH2:15][CH2:14][C@@H:13]([C:17]2[N:25]3[C:20]([C:21]([NH2:26])=[N:22][CH:23]=[N:24]3)=[C:19]([Br:27])[CH:18]=2)[CH2:12]1)=[O:10])[C:2]1[CH:3]=[CH:4][CH:5]=[CH:6][CH:7]=1. Procedure: The product of step 6 (3.59 g, 10.22 mmoL) was dissolved in 40 mL of DMF and cooled in an Ice/isopropanol/dry ice bath to −20° C. and 1,3-dibromo-5,5-dimethylhydantoin (1.46 g, 5.11 mmol) was added in 4 equal portions 15 minutes apart. The mixture was stirred for 10 minutes past the last addition and quenched by addition to a mixture of ice (400 g), saturated, aqueous Na2SO3 (20 mL) and 2M aq. Na2CO3 (20 mL) and the mixture was allowed to reach rt and vigorously stirred for 30 minutes. The solid... Reactants: CC1CNCC1NC(=O)OC(C)(C)C, CS(C)=O, CC1COc2c(F)c(F)cc3c(=O)c(C(=O)O)cn1c23. Yields the product CC1CN(c2c(F)cc3c(=O)c(C(=O)O)cn4c3c2OCC4C)CC1NC(=O)OC(C)(C)C. As a reaction SMILES: [C:21]([CH3:22])([CH3:23])([CH3:24])[O:25][C:26](=[O:27])[NH:28][CH:29]1[CH2:30][NH:31][CH2:32][CH:33]1[CH3:34].[CH3:35][S:36](=[O:37])[CH3:38].[F:1][c:2]1[c:3]([F:20])[c:4]2[c:5]3[n:6]([cH:11][c:12]([C:17](=[O:18])[OH:19])[c:13](=[O:16])[c:14]3[cH:15]1)[CH:7]([CH3:10])[CH2:8][O:9]2>>[F:1][c:2]1[c:3]([N:31]2[CH2:30][CH:29]([NH:28][C:26]([O:25][C:21]([CH3:22])([CH3:23])[CH3:24])=[O:27])[CH:33]([CH3:34])[CH2:32]2)[c:4]2[c:5]3[n:6]([cH:11][c:12]([C:17](=[O:18])[OH:19])[c:13](=[O:16])[c:14]3[cH:15]1)[CH:7]([CH3:10])[CH2:8][O:9]2. The reactants are C(C)(C)(C)NS(=O)(=O)C=1C(=CC=CC1)C1=CC=C(C=C1)NCC=1C=NC(=C(C1CO)O)C (4′-[(5-Hydroxy-4-hydroxymethyl-6-methyl-pyridin-3-ylmethyl)-amino]-biphenyl-2-sulfonic acid tert-butylamide), BrCC1=CC(=CC=C1)C#N (α-bromo-m-tolunitrile), C([O-])([O-])=O.[K+].[K+] (potassium carbonate). The solvent is CN(C)C=O (DMF). Run at time 8 hour. Product: C(C)(C)(C)NS(=O)(=O)C=1C(=CC=CC1)C1=CC=C(C=C1)NCC=1C=NC(=C(C1CO)OCC1=CC(=CC=C1)C#N)C (4′-{[5-(3-Cyano-benzyloxy)-4-hydroxymethyl-6-methyl-pyridin-3-ylmethyl]-amino}-biphenyl-2-sulfonic acid tert-butylamide). Isolated yield 62.2%. As a reaction SMILES: [C:1]([NH:5][S:6]([C:9]1[C:10]([C:15]2[CH:20]=[CH:19][C:18]([NH:21][CH2:22][C:23]3[CH:24]=[N:25][C:26]([CH3:32])=[C:27]([OH:31])[C:28]=3[CH2:29][OH:30])=[CH:17][CH:16]=2)=[CH:11][CH:12]=[CH:13][CH:14]=1)(=[O:8])=[O:7])([CH3:4])([CH3:3])[CH3:2].Br[CH2:34][C:35]1[CH:40]=[CH:39][CH:38]=[C:37]([C:41]#[N:42])[CH:36]=1.C(=O)([O-])[O-].[K+].[K+]>CN(C=O)C>[C:1]([NH:5][S:6]([C:9]1[C:10]([C:15]2[CH:16]=[CH:17][C:18]([NH:21][CH2:22][C:23]3[CH:24]=[N:25][C:26]([CH3:32])=[C:27]([O:31][CH2:34][C:35]4[CH:40]=[CH:39][CH:38]=[C:37]([C:41]#[N:42])[CH:36]=4)[C:28]=3[CH2:29][OH:30])=[CH:19][CH:20]=2)=[CH:11][CH:12]=[CH:13][CH:14]=1)(=[O:8])=[O:7])([CH3:4])([CH3:3])[CH3:2] |f:2.3.4|. Procedure details: A mixture of 4′-[(5-hydroxy-4-hydroxymethyl-6-methyl-pyridin-3-ylmethyl)-amino]-biphenyl-2-sulfonic acid tert-butylamide (2) (190 mg, 0.42 mmol), α-bromo-m-tolunitrile (90 mg, 0.46 mmol) and potassium carbonate (177 mg, 1.28 mmol) in DMF (10 mL) were stirred at room temperature under nitrogen atmosphere overnight. The reaction mixture was evaporated to dryness, and the crude product was purified by column chromatography on silica gel using a gradient of dichloromethane:methyl alcohol (1:0 to 9:1... Reactants: CN1C=C(C=2C(NCCC(C21)=O)=O)C (1,3-dimethyl-1,4,5,6,7,8-hexahydropyrrolo[3,2-c]azepine-4,8-dione), CC(C)([O-])C.[K+] (potassium t-butoxide), BrCCCCl (1-bromo-3-chloropropane). The solvent is C1CCOC1 (THF). Yields the product ClCCCN1C(C2=C(C(CC1)=O)N(C=C2C)C)=O (5-(3-chloropropyl)-1,3-dimethyl-1,4,5,6,7,8-hexahydropyrrolo[3,2-c]azepine-4,8-dione). Yield: 50.3%. Reaction SMILES: [CH3:1][N:2]1[C:11]2[C:10](=[O:12])[CH2:9][CH2:8][NH:7][C:6](=[O:13])[C:5]=2[C:4]([CH3:14])=[CH:3]1.CC(C)([O-])C.[K+].Br[CH2:22][CH2:23][CH2:24][Cl:25]>C1COCC1>[Cl:25][CH2:24][CH2:23][CH2:22][N:7]1[CH2:8][CH2:9][C:10](=[O:12])[C:11]2[N:2]([CH3:1])[CH:3]=[C:4]([CH3:14])[C:5]=2[C:6]1=[O:13] |f:1.2|. Procedure details: Using Compound 12 (0.96 g, 5 mmole), potassium t-butoxide (1.12 g, 10 mmole), 1-bromo-3-chloropropane (3.46 g, 22 mmole) and THF (50 ml), the title compound (676 mg) was obtained in a similar manner as in Preparation Example 6 (yield: 50%). Starting materials: FC(OC1=C(N)C=CC=C1)F (2-difluoromethoxyaniline), Cl.ClCCNCCCl (bis(chloroethyl)amine hydrochloride), C([O-])([O-])=O.[K+].[K+] (Potassium carbonate). Solvent: C(CCC)O (n-butanol). Run at temperature 0 celsius. Product: Cl.FC(OC1=C(C=CC=C1)N1CCNCC1)F (1-[2-(difluoromethoxy)phenyl]piperazine hydrochloride). Yield: 13.6%. As a reaction SMILES: [F:1][CH:2]([F:11])[O:3][C:4]1[CH:10]=[CH:9][CH:8]=[CH:7][C:5]=1[NH2:6].Cl.[Cl:13][CH2:14][CH2:15][NH:16][CH2:17][CH2:18]Cl.C(=O)([O-])[O-].[K+].[K+]>C(O)CCC>[ClH:13].[F:1][CH:2]([F:11])[O:3][C:4]1[CH:10]=[CH:9][CH:8]=[CH:7][C:5]=1[N:6]1[CH2:18][CH2:17][NH:16][CH2:15][CH2:14]1 |f:1.2,3.4.5,7.8|. Procedure details: A mixture of 2-difluoromethoxyaniline (5.14 g, 32.3 mmol) and bis(chloroethyl)amine hydrochloride (5.8 g, 32.5 mmol) in 50 mL of n-butanol was heated at reflux for 48 hours. Potassium carbonate (8.9 g, 64.5 mmol) was added and heated at reflux for approximately 24 hours. The mixture was extracted with 2N hydrochloric acid and the extract cooled to approximately 0° C. and then basified with sodium hydroxide to give a precipitate. The precipitate was extracted with ethyl acetate. The ethyl acetate... The reactants are C(C)(C)[N-]C(C)C.[Li+] (lithium diisopropylamide), C(C)O (Ethanol), C(C)(C)(C)[Si](C)(C)OC1=CC=C(C=C1)S(=O)(=O)C (tert-butyl-(4-methanesulfonylphenoxy)dimethylsilane), CC1=C(C=O)C=CC=C1 (2-methylbenzaldehyde). The solvent is CCCCCC.CCCCCCC.C(C)C1=CC=CC=C1 (hexane heptane ethylbenzene), O1CCCC1 (tetrahydrofuran). Reaction conditions: time 30 minute. Yields the product OC(CS(=O)(=O)C1=CC=C(C=C1)O)C1=C(C=CC=C1)C (4-(2-hydroxy-2-o-tolylethanesulfonyl)phenol). The yield is 60.7%. RXN SMILES: C([Si]([O:8][C:9]1[CH:14]=[CH:13][C:12]([S:15]([CH3:18])(=[O:17])=[O:16])=[CH:11][CH:10]=1)(C)C)(C)(C)C.C([N-]C(C)C)(C)C.[Li+].[CH3:27][C:28]1[CH:35]=[CH:34][CH:33]=[CH:32][C:29]=1[CH:30]=[O:31].C(O)C>O1CCCC1.CCCCCC.CCCCCCC.C(C1C=CC=CC=1)C>[OH:31][CH:30]([C:29]1[CH:32]=[CH:33][CH:34]=[CH:35][C:28]=1[CH3:27])[CH2:18][S:15]([C:12]1[CH:11]=[CH:10][C:9]([OH:8])=[CH:14][CH:13]=1)(=[O:16])=[O:17] |f:1.2,6.7.8|. Procedure details: Into a solution of 1.50 g (5.24 mmol) of tert-butyl-(4-methanesulfonylphenoxy)dimethylsilane in tetrahydrofuran (30 mL) was dropped, at −78° C. under an atmosphere of argon, 3.1 mL (6.20 mmol) of 2 mol/L lithium diisopropylamide in hexane-heptane-ethylbenzene (available from Aldrich), and stirred for 1 hour. Into this solution, 0.72 mL (6.23 mmol) of 2-methylbenzaldehyde was dropped at −78° C., and stirred for 30 minutes. Ethanol (30 mL) was added to the reaction mixture and stirred for 18 hours... Reactants: CC(=O)O, CCO, N#Cc1ccc([N+](=O)[O-])c(Nc2nc(Cl)c3[nH]c(=O)[nH]c3n2)c1, [Fe], [NH4+], [OH-], O. Product: N#Cc1ccc(N)c(Nc2nc(Cl)c3[nH]c(=O)[nH]c3n2)c1. Reaction SMILES: [CH3:24][C:25](=[O:26])[OH:27].[CH3:32][CH2:33][OH:34].[Cl:1][c:2]1[c:3]2[nH:4][c:5](=[O:23])[nH:6][c:7]2[n:8][c:9]([NH:11][c:12]2[cH:13][c:14]([C:15]#[N:16])[cH:17][cH:18][c:19]2[N+:20]([O-:21])=[O:22])[n:10]1.[Fe:31].[NH4+:30].[OH-:29].[OH2:28]>>[Cl:1][c:2]1[c:3]2[nH:4][c:5](=[O:23])[nH:6][c:7]2[n:8][c:9]([NH:11][c:12]2[cH:13][c:14]([C:15]#[N:16])[cH:17][cH:18][c:19]2[NH2:20])[n:10]1. The reactants are FC=1C=C2C=CC(=NC2=CC1)OC1=CC=C(OC(C(=O)Cl)C)C=C1 (2-[4-(6-fluoro-2-quinolyloxy)phenoxy]propionic acid chloride), C(CCCC)(=O)[O-] (pentanoate), [Cl-].[Na+] (sodium chloride), [H][H] (hydrogen), COC(CC(=O)C)=O (methylacetoacetate), C(C)(=O)C(C(=O)OC)C(C(C)OC1=CC=C(C=C1)OC1=NC2=CC=C(C=C2C=C1)F)=O (methyl 2-acetyl-4-[4-(6-fluoro-2-quinolyloxy)phenoxy]-3-oxopentanoate), XII, [Na] (sodium). Procedure: In the same manner, methyl 2-acetyl-4-[4-(6-fluoro-2-quinolyloxy)phenoxy]-3-oxopentanoate (XII; X' is fluoro and X" is hydrogen) is prepared from 2-[4-(6-fluoro-2-quinolyloxy)phenoxy]propionic acid chloride and the sodium salt of methylacetoacetate. This pentanoate is then heated with sodium chloride and DMSO to give 5-[4-(6-fluoro-2-quinolyloxy)phenoxy]2,4-hexanedione (XIII; X' is fluoro and X" is hydrogen). As a reaction SMILES: [C:1]([CH:4]([C:9](=[O:31])[CH:10]([O:12][C:13]1[CH:18]=[CH:17][C:16]([O:19][C:20]2[CH:29]=[CH:28][C:27]3[C:22](=[CH:23][CH:24]=[C:25]([F:30])[CH:26]=3)[N:21]=2)=[CH:15][CH:14]=1)[CH3:11])C(OC)=O)(=[O:3])[CH3:2].[H][H].FC1C=C2C(=CC=1)N=C(OC1C=CC(OC(C)C(Cl)=O)=CC=1)C=C2.[Na].COC(=O)CC(C)=O.C([O-])(=O)CCCC.[Cl-].[Na+]>CS(C)=O>[F:30][C:25]1[CH:26]=[C:27]2[C:22](=[CH:23][CH:24]=1)[N:21]=[C:20]([O:19][C:16]1[CH:15]=[CH:14][C:13]([O:12][CH:10]([CH3:11])[C:9](=[O:31])[CH2:4][C:1](=[O:3])[CH3:2])=[CH:18][CH:17]=1)[CH:29]=[CH:28]2 |f:6.7,^1:57|. Product: FC=1C=C2C=CC(=NC2=CC1)OC1=CC=C(OC(C(CC(C)=O)=O)C)C=C1 (5-[4-(6-fluoro-2-quinolyloxy)phenoxy]2,4-hexanedione), XIII. Run in CS(=O)C (DMSO).